This data is from the Open Reaction Database (ORD), a public repository of structured organic reaction records. The task is: describe an organic reaction: reactants, conditions, products, and yield Reactants: O=C1CCC(=O)N1Br, COc1nccc2cc(C(C)=O)oc12, CC#N. Yields the product COc1ncc(Br)c2cc(C(C)=O)oc12. RXN SMILES: [Br:15][N:16]1[C:17](=[O:18])[CH2:19][CH2:20][C:21]1=[O:22].[C:1]([CH3:2])(=[O:3])[c:4]1[cH:5][c:6]2[c:7]([c:8]([O:12][CH3:13])[n:9][cH:10][cH:11]2)[o:14]1.[CH3:23][C:24]#[N:25]>>[C:1]([CH3:2])(=[O:3])[c:4]1[cH:5][c:6]2[c:7]([c:8]([O:12][CH3:13])[n:9][cH:10][c:11]2[Br:15])[o:14]1.